From a dataset of the Open Reaction Database (ORD), a public repository of structured organic reaction records. describe an organic reaction: reactants, conditions, products, and yield Starting materials: COC(=O)C=1N=CC=2C(N(C=CC2C1O)CC1=CC=CC=C1)=O (7-benzyl-4-hydroxy-8-oxo-7,8-dihydro-[2,7]naphthyridine-3-carboxylic acid methyl ester), NCC(=O)O (glycine), C[O-].[Na+] (NaOMe). The product is C(C1=CC=CC=C1)N1C=CC=2C(=C(N=CC2C1=O)C(=O)NCC(=O)O)O ([(7-Benzyl-4-hydroxy-8-oxo-7,8-dihydro-[2,7]naphthyridine-3-carbonyl)-amino]acetic acid). Isolated yield 73.0%. RXN SMILES: CO[C:3]([C:5]1[N:6]=[CH:7][C:8]2[C:9](=[O:23])[N:10]([CH2:16][C:17]3[CH:22]=[CH:21][CH:20]=[CH:19][CH:18]=3)[CH:11]=[CH:12][C:13]=2[C:14]=1[OH:15])=[O:4].[NH2:24][CH2:25][C:26]([OH:28])=[O:27].C[O-].[Na+]>>[CH2:16]([N:10]1[C:9](=[O:23])[C:8]2[CH:7]=[N:6][C:5]([C:3]([NH:24][CH2:25][C:26]([OH:28])=[O:27])=[O:4])=[C:14]([OH:15])[C:13]=2[CH:12]=[CH:11]1)[C:17]1[CH:22]=[CH:21][CH:20]=[CH:19][CH:18]=1 |f:2.3|. Procedure: A mixture of 7-benzyl-4-hydroxy-8-oxo-7,8-dihydro-[2,7]naphthyridine-3-carboxylic acid methyl ester (60 mg, 0.19 mmol), glycine (726 mg, 9.68 mmol) and NaOMe solution (14.5 mL, 7.26 mmol, 0.5 M in MeOH) was refluxed for 16 h. Solvent was evaporated in vacuo, and the residue was partitioned between water (50 mL) and EtOAc (50 mL). 1 M HCl was added with vigorous stirring until pH was about 2. The organic layer was dried over MgSO4 and concentrated. The crude product was purified by silica gel chr...